From a dataset of the Open Reaction Database (ORD), a public repository of structured organic reaction records. describe an organic reaction: reactants, conditions, products, and yield Product: COCC(=O)SC1NC(=O)C1C(CO[SiH](C)C)C(C)(C)C. As a reaction SMILES: [Br-:40].[Br-:42].[C:1]([O:2][CH:5]1[CH:6]([CH:10]([CH2:11][O:12][SiH:13]([CH3:14])[CH3:15])[C:16]([CH3:17])([CH3:18])[CH3:19])[C:7](=[O:9])[NH:8]1)(=[O:3])[CH3:4].[CH3:21][O:22][CH2:23][C:24](=[S:25])[OH:26].[CH3:33][CH2:34][O:35][C:36](=[O:37])[CH3:38].[K:20].[O:27]1[CH2:28][CH2:29][O:30][CH2:31][CH2:32]1.[OH2:39].[Zn+2:41]>>[CH:5]1([S:25][C:24]([CH2:23][O:22][CH3:21])=[O:26])[CH:6]([CH:10]([CH2:11][O:12][SiH:13]([CH3:14])[CH3:15])[C:16]([CH3:17])([CH3:18])[CH3:19])[C:7](=[O:9])[NH:8]1. Starting materials: [Br-], [Br-], CC(=O)OC1NC(=O)C1C(CO[SiH](C)C)C(C)(C)C, COCC(O)=S, CCOC(C)=O, [K], C1COCCO1, O, [Zn+2]. The reactants are Cl (hydrochloric acid), BrCC(=O)OC(C)(C)C (tert.-butyl bromoacetate), [OH-].[Na+] (sodium hydroxide), COC1=CC=C(C=C1)C1=C(OC=2N=CN=C(C21)OC(CC(C)O)C)C2=CC=CC=C2 (4-{[5-(4-methoxyphenyl)-6-phenylfuro[2,3-d]pyrimidin-4-yl]oxy}pentan-2-ol). Reagents/catalysts: S(=O)(=O)(O)[O-].C(CCC)[N+](CCCC)(CCCC)CCCC (tetra-n-butylammonium hydrogensulphate). Solvent: C1(=CC=CC=C1)C (toluene). Conditions: temperature 70 celsius, time 15 hour. Yields the product C(C)(C)(C)OC(COC(CC(C)OC=1C2=C(N=CN1)OC(=C2C2=CC=C(C=C2)OC)C2=CC=CC=C2)C)=O ((3-{[5-(4-Methoxyphenyl)-6-phenylfuro[2,3-d]pyrimidin-4-yl]oxy}-1-methylbutoxy)acetic acid tert.-butyl ester). RXN SMILES: [OH-].[Na+].[CH3:3][O:4][C:5]1[CH:10]=[CH:9][C:8]([C:11]2[C:19]3[C:18]([O:20][CH:21]([CH3:26])[CH2:22][CH:23]([OH:25])[CH3:24])=[N:17][CH:16]=[N:15][C:14]=3[O:13][C:12]=2[C:27]2[CH:32]=[CH:31][CH:30]=[CH:29][CH:28]=2)=[CH:7][CH:6]=1.Br[CH2:34][C:35]([O:37][C:38]([CH3:41])([CH3:40])[CH3:39])=[O:36].Cl>C1(C)C=CC=CC=1.S([O-])(O)(=O)=O.C([N+](CCCC)(CCCC)CCCC)CCC>[C:38]([O:37][C:35](=[O:36])[CH2:34][O:25][CH:23]([CH3:24])[CH2:22][CH:21]([O:20][C:18]1[C:19]2[C:11]([C:8]3[CH:7]=[CH:6][C:5]([O:4][CH3:3])=[CH:10][CH:9]=3)=[C:12]([C:27]3[CH:32]=[CH:31][CH:30]=[CH:29][CH:28]=3)[O:13][C:14]=2[N:15]=[CH:16][N:17]=1)[CH3:26])([CH3:41])([CH3:40])[CH3:39] |f:0.1,6.7|. Procedure: Add 4.8 ml of 11.25 N sodium hydroxide solution to a solution of 2.19 g (5.41 mmol) 4-{[5-(4-methoxyphenyl)-6-phenylfuro[2,3-d]pyrimidin-4-yl]oxy}pentan-2-ol in 20 ml toluene. After adding 184 mg (0.54 mmol) tetra-n-butylammonium hydrogensulphate and 2.11 g (10.83 mmol) tert.-butyl bromoacetate, stir the reaction mixture for 15 h at 70° C. After cooling to room temperature, adjust to pH 7 with concentrated hydrochloric acid. Extract three times with 50 ml dichloromethane each time. Wash the comb... Reactants: O (water), C([O-])([O-])=O.[K+].[K+] (potassium carbonate), CI (methyl iodide), BrC1=CN=C(S1)NC(C)=O (N-(5-bromothiazol-2-yl)acetamide). Solvent: CC(=O)C (acetone). Product: BrC1=CN=C(S1)N(C(C)=O)C (N-(5-Bromothiazol-2-yl)-N-methylacetamide). The yield is 36.8%. RXN SMILES: [C:1](=O)([O-])[O-].[K+].[K+].CI.[Br:9][C:10]1[S:14][C:13]([NH:15][C:16](=[O:18])[CH3:17])=[N:12][CH:11]=1.O>CC(C)=O>[Br:9][C:10]1[S:14][C:13]([N:15]([CH3:1])[C:16](=[O:18])[CH3:17])=[N:12][CH:11]=1 |f:0.1.2|. Procedure: 1.9 g (14 mmol) of potassium carbonate and 3.94 ml (63.3 mmol) of methyl iodide are added to a solution of 2.8 g (12.7 mmol) of N-(5-bromothiazol-2-yl)acetamide in 50 ml of acetone. The reaction medium is refluxed for 3 hours. After addition of water, the reaction medium is extracted with ethyl acetate. The organic phase is washed with saturated aqueous sodium chloride solution, dried over magnesium sulfate, filtered and evaporated. The residue obtained is purified by chromatography on a column ... RXN SMILES: [CH3:27][OH:28].[cH:1]1[c:2]2[c:3]3[cH:4][c:5]4[c:6]([c:7]([C:14]#[C:15][CH2:16][N:17]([CH3:18])[CH3:19])[c:8]3[nH:9][c:10]2[cH:11][cH:12][cH:13]1)[nH:20][c:21]1[cH:22][cH:23][cH:24][cH:25][c:26]41>>[cH:1]1[c:2]2[c:3]3[cH:4][c:5]4[c:6]([c:7]([CH2:14][CH2:15][CH2:16][N:17]([CH3:18])[CH3:19])[c:8]3[nH:9][c:10]2[cH:11][cH:12][cH:13]1)[nH:20][c:21]1[cH:22][cH:23][cH:24][cH:25][c:26]41. Product: CN(C)CCCc1c2[nH]c3ccccc3c2cc2c1[nH]c1ccccc12. Reactants: CO, CN(C)CC#Cc1c2[nH]c3ccccc3c2cc2c1[nH]c1ccccc12. Starting materials: [BH4-], [Na+], O, c1coc(C2=Nc3ccccc3N3CCc4cccc2c43)c1. Product: c1coc(C2Nc3ccccc3N3CCc4cccc2c43)c1. Reaction SMILES: [BH4-:23].[Na+:24].[OH2:25].[o:1]1[c:2]([C:6]2=[N:12][c:11]3[c:10]([cH:16][cH:15][cH:14][cH:13]3)[N:9]3[c:8]4[c:7]2[cH:22][cH:21][cH:20][c:19]4[CH2:18][CH2:17]3)[cH:3][cH:4][cH:5]1>>[o:1]1[c:2]([CH:6]2[c:7]3[c:8]4[c:19]([cH:20][cH:21][cH:22]3)[CH2:18][CH2:17][N:9]4[c:10]3[c:11]([cH:13][cH:14][cH:15][cH:16]3)[NH:12]2)[cH:3][cH:4][cH:5]1. Reactants: Cc1ccc(Br)cn1, CC(=O)O, ClCCl, [K+], [K+], O=C([O-])[O-], O, OO. The product is Cc1ccc(Br)c[n+]1[O-]. Reaction SMILES: [Br:1][c:2]1[cH:3][cH:4][c:5]([CH3:8])[n:6][cH:7]1.[CH3:21][C:22](=[O:23])[OH:24].[Cl:18][CH2:19][Cl:20].[K+:12].[K+:13].[O-:14][C:15]([O-:16])=[O:17].[OH2:11].[OH:9][OH:10]>>[Br:1][c:2]1[cH:3][cH:4][c:5]([CH3:8])[n+:6]([O-:14])[cH:7]1. As a reaction SMILES: [F:1][CH:2]([F:19])[CH2:3][NH:4][C:5]1[CH:6]=[N:7][CH:8]=[CH:9][C:10]=1[C:11]1[C:12]([O:17][CH3:18])=[N:13][CH:14]=[CH:15][CH:16]=1.[F:20][C:21]([F:36])([F:35])[C:22]1[CH:23]=[C:24]([CH:28]=[C:29]([C:31]([F:34])([F:33])[F:32])[N:30]=1)[C:25](O)=[O:26]>>[F:19][CH:2]([F:1])[CH2:3][N:4]([C:5]1[CH:6]=[N:7][CH:8]=[CH:9][C:10]=1[C:11]1[C:12]([O:17][CH3:18])=[N:13][CH:14]=[CH:15][CH:16]=1)[C:25](=[O:26])[C:24]1[CH:28]=[C:29]([C:31]([F:32])([F:33])[F:34])[N:30]=[C:22]([C:21]([F:36])([F:20])[F:35])[CH:23]=1. Procedure details: The title compound was prepared in analogy to example 90, from (2,2-difluoro-ethyl)-(2-methoxy-[3,4]bipyridinyl-3′-yl)-amine and 2,6-bis(trifluoromethyl)isonicotinic acid (Key Organics Ltd.) after a reaction time of 67 hours. The compound was purified by silica gel chromatography on a 10 g column using a MPLC system eluting with a gradient of n-heptane:EtOAc (100:0 to 50:50). Light brown solid (64%). MS (ESI): m/z=507.11 [M+H]+. Product: FC(CN(C(C1=CC(=NC(=C1)C(F)(F)F)C(F)(F)F)=O)C=1C=NC=CC1C=1C(=NC=CC1)OC)F (N-(2,2-Difluoro-ethyl)-N-(2-methoxy-[3,4]bipyridinyl-3′-yl)-2,6-bis-trifluoromethyl-isonicotinamide). Reactants: FC(CNC=1C=NC=CC1C=1C(=NC=CC1)OC)F ((2,2-difluoro-ethyl)-(2-methoxy-[3,4]bipyridinyl-3′-yl)-amine), FC(C=1C=C(C(=O)O)C=C(N1)C(F)(F)F)(F)F (2,6-bis(trifluoromethyl)isonicotinic acid). The reactants are C1(CCCC1)CC(C(=O)NC=1SC=CN1)C1=CC(=C(C=C1)S(=O)(=O)C)[N+](=O)[O-] (3-cyclopentyl-2-(4-methanesulfonyl-3-nitrophenyl)-N-thiazol-2-yl-propionamide), [H][H] (hydrogen). The reagents and catalysts are [Pd] (palladium on activated carbon). The solvent is CO (methanol). Reaction conditions: time 3 hour. Product: C1(CCCC1)CC(C(=O)NC=1SC=CN1)C1=CC(=C(C=C1)S(=O)(=O)C)NO (3-cyclopentyl-2-(3-hydroxyamino-4-methanesulfonyl-phenyl)-N-thiazol-2-yl-propionamide). Isolated yield 58.6%. Reaction SMILES: [CH:1]1([CH2:6][CH:7]([C:16]2[CH:21]=[CH:20][C:19]([S:22]([CH3:25])(=[O:24])=[O:23])=[C:18]([N+:26]([O-])=[O:27])[CH:17]=2)[C:8]([NH:10][C:11]2[S:12][CH:13]=[CH:14][N:15]=2)=[O:9])[CH2:5][CH2:4][CH2:3][CH2:2]1.[H][H]>CO.[Pd]>[CH:1]1([CH2:6][CH:7]([C:16]2[CH:21]=[CH:20][C:19]([S:22]([CH3:25])(=[O:23])=[O:24])=[C:18]([NH:26][OH:27])[CH:17]=2)[C:8]([NH:10][C:11]2[S:12][CH:13]=[CH:14][N:15]=2)=[O:9])[CH2:5][CH2:4][CH2:3][CH2:2]1. Reported procedure: A solution of 3-cyclopentyl-2-(4-methanesulfonyl-3-nitrophenyl)-N-thiazol-2-yl-propionamide (150 mg, 0.354 mmol) in methanol (3 mL) was treated with 10% palladium on activated carbon (50 mg). The reaction mixture was stirred under a positive pressure of hydrogen gas (balloon) at 25° C. and atmospheric pressure for 3 h. The catalyst was then filtered off through a pad of celite, and the celite pad was washed well with ethyl acetate. The filtrate was concentrated in vacuo. Flash chromatography (Me... Reactants: O=C([O-])O, COCOc1ccc(C2CCC3(CC2)OCCO3)c(OCOC)c1, CO, Cl, [Na+]. The product is COCOc1ccc(C2CCC(=O)CC2)c(OCOC)c1. Reaction SMILES: [C:26](=[O:27])([OH:28])[O-:29].[CH3:1][O:2][CH2:3][O:4][c:5]1[c:6]([CH:15]2[CH2:16][CH2:17][C:18]3([O:19][CH2:22][CH2:21][O:20]3)[CH2:23][CH2:24]2)[cH:7][cH:8][c:9]([O:11][CH2:12][O:13][CH3:14])[cH:10]1.[CH3:31][OH:32].[ClH:25].[Na+:30]>>[CH3:1][O:2][CH2:3][O:4][c:5]1[c:6]([CH:15]2[CH2:16][CH2:17][C:18](=[O:19])[CH2:23][CH2:24]2)[cH:7][cH:8][c:9]([O:11][CH2:12][O:13][CH3:14])[cH:10]1.